Dataset: the Open Reaction Database (ORD), a public repository of structured organic reaction records. Task: describe an organic reaction: reactants, conditions, products, and yield Reactants: Br.C[C@@]1(NCCC1)C(=O)O (2-methyl-L-proline hydrobromide), C(#N)C1=CC=C(C(=O)Cl)C=C1 (p-cyanobenzoyl chloride). The product is C(#N)C1=CC=C(C(=O)N2[C@](C(=O)O)(CCC2)C)C=C1 (1-(p-cyanobenzoyl)-2-methyl-L-proline). RXN SMILES: Br.[CH3:2][C@@:3]1([C:8]([OH:10])=[O:9])[CH2:7][CH2:6][CH2:5][NH:4]1.[C:11]([C:13]1[CH:21]=[CH:20][C:16]([C:17](Cl)=[O:18])=[CH:15][CH:14]=1)#[N:12]>>[C:11]([C:13]1[CH:21]=[CH:20][C:16]([C:17]([N:4]2[CH2:5][CH2:6][CH2:7][C@@:3]2([CH3:2])[C:8]([OH:10])=[O:9])=[O:18])=[CH:15][CH:14]=1)#[N:12] |f:0.1|. Procedure details: By reacting 2-methyl-L-proline hydrobromide with p-cyanobenzoyl chloride analogously to Example 2b) there is obtained 1-(p-cyanobenzoyl)-2-methyl-L-proline, MS (EI): 213 (M--COOH)+. Reactants: O=c1[nH]c2ccc(Cl)cc2c(-c2ccccc2)c1-c1nccn1Cc1ccccc1, CC(Cl)OC(=O)Cl. The product is O=c1[nH]c2ccc(Cl)cc2c(-c2ccccc2)c1-c1ncc[nH]1. Reaction SMILES: [CH2:1]([c:2]1[cH:3][cH:4][cH:5][cH:6][cH:7]1)[n:8]1[c:9](-[c:13]2[c:14](=[O:30])[nH:15][c:16]3[cH:17][cH:18][c:19]([Cl:29])[cH:20][c:21]3[c:22]2-[c:23]2[cH:24][cH:25][cH:26][cH:27][cH:28]2)[n:10][cH:11][cH:12]1.[Cl:31][CH:32]([O:33][C:34]([Cl:35])=[O:36])[CH3:37]>>[n:8]1[c:9](-[c:13]2[c:14](=[O:30])[nH:15][c:16]3[cH:17][cH:18][c:19]([Cl:29])[cH:20][c:21]3[c:22]2-[c:23]2[cH:24][cH:25][cH:26][cH:27][cH:28]2)[nH:10][cH:11][cH:12]1.